describe an organic reaction: reactants, conditions, products, and yield From a dataset of the Open Reaction Database (ORD), a public repository of structured organic reaction records. Starting materials: [Al] (aluminium), ClCC(C(C(=CC1=CC=C(C=C1)Cl)N1N=CN=C1)=O)(C)C (1-chloro-5-(4-chlorophenyl)-2,2-dimethyl-4-(1,2,4-triazol-1-yl)-4-penten-3-one). Solvent: C(C)(C)O (isopropanol). The product is ClCC(C(C(=CC1=CC=C(C=C1)Cl)N1N=CN=C1)=O)(C)C (1-chloro-5-(4-chlorophenyl)-2,2-dimethyl-4-(1,2,4-triazol-1-yl)-penten-3-one), compound, ClCC(C(=C(CC1=CC=C(C=C1)Cl)N1N=CN=C1)O)(C)C (1-chloro-5-(4-chlorophenyl)-2,2-dimethyl-4-(1,2,4-triazol-1-yl)-penten-3-ol). As a reaction SMILES: [Cl:1][CH2:2][C:3]([CH3:21])([CH3:20])[C:4](=[O:19])[C:5]([N:14]1[CH:18]=[N:17][CH:16]=[N:15]1)=[CH:6][C:7]1[CH:12]=[CH:11][C:10]([Cl:13])=[CH:9][CH:8]=1.[Al]>C(O)(C)C>[Cl:1][CH2:2][C:3]([CH3:21])([CH3:20])[C:4](=[O:19])[C:5]([N:14]1[CH:18]=[N:17][CH:16]=[N:15]1)=[CH:6][C:7]1[CH:8]=[CH:9][C:10]([Cl:13])=[CH:11][CH:12]=1.[Cl:1][CH2:2][C:3]([CH3:21])([CH3:20])[C:4]([OH:19])=[C:5]([N:14]1[CH:18]=[N:17][CH:16]=[N:15]1)[CH2:6][C:7]1[CH:8]=[CH:9][C:10]([Cl:13])=[CH:11][CH:12]=1. Procedure: 48.6 g (0.15 mole) of 1-chloro-5-(4-chlorophenyl)-2,2-dimethyl-4-(1,2,4-triazol-1-yl)-4-penten-3-one (prepared as described in Example 1) and 30.6 g (0.15 mole) of aluminium isopropylate in 200 ml of isopropanol were heated under reflux for 7 hours, isopropanol and acetone being continuously distilled off over a 30 cm Vigreux column until acetone could no longer be detected in the distillate. The reaction mixture was then concentrated and ice/hydrochloric acid was added to the residue. The mixtu... The reactants are O (water), Cl.CON (O-methylhydroxylamine hydrochloride), C([O-])([O-])=O.[K+].[K+] (potassium carbonate), C1(=CC=CC=C1)C(C(=O)OCC)=O (ethyl phenylglyoxylate). Run in CN(C=O)C (N,N-dimethylformamide). Run at temperature 90 celsius, time 4 hour. The product is CON=C(C(=O)OCC)C1=CC=CC=C1 (Ethyl α-methoxyiminophenylacetate). As a reaction SMILES: Cl.[CH3:2][O:3][NH2:4].C(=O)([O-])[O-].[K+].[K+].[C:11]1([C:17](=O)[C:18]([O:20][CH2:21][CH3:22])=[O:19])[CH:16]=[CH:15][CH:14]=[CH:13][CH:12]=1.O>CN(C)C=O>[CH3:2][O:3][N:4]=[C:17]([C:11]1[CH:16]=[CH:15][CH:14]=[CH:13][CH:12]=1)[C:18]([O:20][CH2:21][CH3:22])=[O:19] |f:0.1,2.3.4|. Procedure details: 1.4 g (16.8 mmol) of O-methylhydroxylamine hydrochloride and 1.16 g (8.4 mmol) of potassium carbonate were added to a solution of 0.50 g (2.8 mmol) of ethyl phenylglyoxylate in N,N-dimethylformamide, and the resulting mixture was stirred at 90° C. for 4 hours. At the end of this time, the reaction mixture was poured into water and extracted with ethyl acetate. The extract was washed with a saturated aqueous solution of sodium chloride and dried over anhydrous magnesium sulfate, and the solvent w... Reactants: CCN=C=NCCCN(C)C, CC#N, O=C(O)c1ccc(Nc2cc(Cl)nn3ccnc23)cc1, Nc1cccn(-c2ccc(F)cc2)c1=O, CN(C)C=O, On1nnc2ccccc21. Yields the product O=C(Nc1cccn(-c2ccc(F)cc2)c1=O)c1ccc(Nc2cc(Cl)nn3ccnc23)cc1. RXN SMILES: [CH3:36][CH2:37][N:38]=[C:39]=[N:40][CH2:41][CH2:42][CH2:43][N:44]([CH3:45])[CH3:46].[CH3:57][C:58]#[N:59].[Cl:1][c:2]1[cH:3][c:4]([NH:11][c:12]2[cH:13][cH:14][c:15]([C:16](=[O:17])[OH:18])[cH:19][cH:20]2)[c:5]2[n:6]([n:7]1)[cH:8][cH:9][n:10]2.[NH2:21][c:22]1[c:23](=[O:35])[n:24](-[c:28]2[cH:29][cH:30][c:31]([F:34])[cH:32][cH:33]2)[cH:25][cH:26][cH:27]1.[O:60]=[CH:61][N:62]([CH3:63])[CH3:64].[OH:47][n:48]1[c:49]2[c:50]([cH:51][cH:52][cH:53][cH:54]2)[n:55][n:56]1>>[Cl:1][c:2]1[cH:3][c:4]([NH:11][c:12]2[cH:13][cH:14][c:15]([C:16](=[O:18])[NH:21][c:22]3[c:23](=[O:35])[n:24](-[c:28]4[cH:29][cH:30][c:31]([F:34])[cH:32][cH:33]4)[cH:25][cH:26][cH:27]3)[cH:19][cH:20]2)[c:5]2[n:6]([n:7]1)[cH:8][cH:9][n:10]2. Reactants: FC1=CC=C(C=C1)C1=CN(C2=CC=CC=C12)C(C)C (3-(4-fluorophenyl)-1-isopropyl-1H-indole), COC(CC(=O)OC)OC (methyl 3,3-dimethoxypropionate), C(C)(=O)O (acetic acid), C(C)(=O)O (acetic acid), P(=O)(Cl)(Cl)Cl (phosphorus oxychloride). Run in O (water). Run at time 9 hour. Yields the product FC1=CC=C(C=C1)C1=C(N(C2=CC=CC=C12)C(C)C)/C=C/C(=O)OC (methyl trans-3-[3-(4-fluorophenyl)-1-isopropyl-1H-indol-2-yl]acrylate). Isolated yield 92.9%. Reaction SMILES: [F:1][C:2]1[CH:7]=[CH:6][C:5]([C:8]2[C:16]3[C:11](=[CH:12][CH:13]=[CH:14][CH:15]=3)[N:10]([CH:17]([CH3:19])[CH3:18])[CH:9]=2)=[CH:4][CH:3]=1.[CH3:20][O:21][CH:22]([O:28]C)[CH2:23][C:24](OC)=O.C(O)(=O)C.P(Cl)(Cl)(Cl)=O>O>[F:1][C:2]1[CH:7]=[CH:6][C:5]([C:8]2[C:16]3[C:11](=[CH:12][CH:13]=[CH:14][CH:15]=3)[N:10]([CH:17]([CH3:19])[CH3:18])[C:9]=2/[CH:24]=[CH:23]/[C:22]([O:21][CH3:20])=[O:28])=[CH:4][CH:3]=1. Procedure details: 1.01 g of 3-(4-fluorophenyl)-1-isopropyl-1H-indole, 0.92 g of methyl 3,3-dimethoxypropionate, 0.72 mL of 90 wt % aqueous acetic acid (containing 4 mmol of water) and 6 mL of glacial acetic acid were mixed, then, 0.33 g of phosphorus oxychloride was added dropwise into the mixture at an inner temperature of 25° C., the added mixture was stirred for 9 hours at the same temperature to cause a reaction. After completion of the reaction, 16 mL of water was added dropwise into the reaction liquid, and... RXN SMILES: C([O:3][C:4](=[O:29])[CH2:5][C:6](=[O:28])[C:7](=[O:27])[CH:8]([NH:16][C:17]([O:19][CH2:20][C:21]1[CH:26]=[CH:25][CH:24]=[CH:23][CH:22]=1)=[O:18])[CH2:9][C:10]1[CH:15]=[CH:14][CH:13]=[CH:12][CH:11]=1)C.[OH-].[Li+]>O1CCOCC1.O>[O:28]=[C:6]([C:7](=[O:27])[CH:8]([NH:16][C:17]([O:19][CH2:20][C:21]1[CH:22]=[CH:23][CH:24]=[CH:25][CH:26]=1)=[O:18])[CH2:9][C:10]1[CH:15]=[CH:14][CH:13]=[CH:12][CH:11]=1)[CH2:5][C:4]([OH:29])=[O:3] |f:1.2,3.4|. Conditions: time 3 hour. The reactants are C(C)OC(CC(C(C(CC1=CC=CC=C1)NC(=O)OCC1=CC=CC=C1)=O)=O)=O (3,4-dioxo-5-[((phenylmethoxy)carbonyl)amino]-6-phenylhexanoic acid ethyl ester), [OH-].[Li+] (lithium hydroxide). Run in O1CCOCC1.O (dioxane H2O). Product: O=C(CC(=O)O)C(C(CC1=CC=CC=C1)NC(=O)OCC1=CC=CC=C1)=O (3,4-Dioxo-5-[((phenylmethoxy)carbonyl)amino]-6-phenylhexanoic Acid). Procedure details: To a solution of 3,4-dioxo-5-[((phenylmethoxy)carbonyl)amino]-6-phenylhexanoic acid ethyl ester (400 mg, 1.0 mmol) in dioxane/H2O (10:1), lithium hydroxide (72 mg, 3.0 mmol) is added. The mixture is stirred for 3 h, the solvents are removed in vacuo and the crude product is used without purification. The reactants are FC1(C2=CC(=CC=C2CC12C(NC1=NC=CC=C12)=O)C(=O)OC)F (methyl 1,1-difluoro-2′-oxo-1,1′,2′,3-tetrahydrospiro[indene-2,3′-pyrrolo[2,3-b]pyridine]-6-carboxylate), [OH-].[Na+] (sodium hydroxide), Cl (hydrochloric acid). Run in CO (MeOH). The product is FC1(C2=CC(=CC=C2CC12C(NC1=NC=CC=C12)=O)C(=O)O)F (1,1-Difluoro-2′-oxo-1,1′,2′,3-tetrahydrospiro[indene-2,3′-pyrrolo[2,3-b]pyridine]-6-carboxylic acid). Reaction SMILES: [F:1][C:2]1([F:24])[C:10]2([C:18]3[C:13](=[N:14][CH:15]=[CH:16][CH:17]=3)[NH:12][C:11]2=[O:19])[CH2:9][C:8]2[C:3]1=[CH:4][C:5]([C:20]([O:22]C)=[O:21])=[CH:6][CH:7]=2.[OH-].[Na+].Cl>CO>[F:24][C:2]1([F:1])[C:10]2([C:18]3[C:13](=[N:14][CH:15]=[CH:16][CH:17]=3)[NH:12][C:11]2=[O:19])[CH2:9][C:8]2[C:3]1=[CH:4][C:5]([C:20]([OH:22])=[O:21])=[CH:6][CH:7]=2 |f:1.2|. Reported procedure: A mixture of methyl 1,1-difluoro-2′-oxo-1,1′,2′,3-tetrahydrospiro[indene-2,3′-pyrrolo[2,3-b]pyridine]-6-carboxylate (100 mg, 0.30 mmol) and aqueous 6 N sodium hydroxide solution (0.15 mL, 0.91 mmol) in MeOH (5 mL) is heated at reflux for 1 h. The mixture is allowed to cool to ambient temperature before it is acidified to pH ˜6 with aqueous 1 N hydrochloric acid solution. The resulting mixture is filtered, and the filtrate is concentrated. The residue is partitioned between water (10 mL) and 2-me... Reaction SMILES: [CH2:15]([CH3:16])[O:17][C:18](=[O:19])[c:20]1[c:21](=[O:43])[c:22]2[c:23]([n:24][c:25]([S:28]([CH3:29])(=[O:30])=[O:31])[n:26][cH:27]2)[n:32](-[c:34]2[cH:35][c:36]3[c:40]([cH:41][cH:42]2)[CH2:39][CH2:38][CH2:37]3)[cH:33]1.[NH2:1][c:2]1[cH:3][cH:4][c:5]([CH2:6][CH:7]2[NH:8][C:9](=[O:12])[O:10][CH2:11]2)[cH:13][cH:14]1>>[NH:1]([c:2]1[cH:3][cH:4][c:5]([CH2:6][CH:7]2[NH:8][C:9](=[O:12])[O:10][CH2:11]2)[cH:13][cH:14]1)[c:25]1[n:24][c:23]2[c:22]([c:21](=[O:43])[c:20]([C:18]([O:17][CH2:15][CH3:16])=[O:19])[cH:33][n:32]2-[c:34]2[cH:35][c:36]3[c:40]([cH:41][cH:42]2)[CH2:39][CH2:38][CH2:37]3)[cH:27][n:26]1. The reactants are CCOC(=O)c1cn(-c2ccc3c(c2)CCC3)c2nc(S(C)(=O)=O)ncc2c1=O, Nc1ccc(CC2COC(=O)N2)cc1. Yields the product CCOC(=O)c1cn(-c2ccc3c(c2)CCC3)c2nc(Nc3ccc(CC4COC(=O)N4)cc3)ncc2c1=O. The reactants are Brc1ccoc1, [Li]C(C)(C)C, CCN(CC)CCN1C(=O)C(=O)c2c(Br)cccc21, C1CCOC1, [Cl-], [NH4+]. Product: CCN(CC)CCN1C(=O)C(O)(c2ccoc2)c2c(Br)cccc21. As a reaction SMILES: [Br:1][c:2]1[cH:3][o:4][cH:5][cH:6]1.[C:7]([Li:8])([CH3:9])([CH3:10])[CH3:11].[CH2:12]([CH3:13])[N:14]([CH2:15][CH2:16][N:17]1[C:18](=[O:19])[C:20](=[O:21])[c:22]2[c:23]([Br:28])[cH:24][cH:25][cH:26][c:27]21)[CH2:29][CH3:30].[CH2:33]1[O:34][CH2:35][CH2:36][CH2:37]1.[Cl-:31].[NH4+:32]>>[c:2]1([C:20]2([OH:21])[C:18](=[O:19])[N:17]([CH2:16][CH2:15][N:14]([CH2:12][CH3:13])[CH2:29][CH3:30])[c:27]3[c:22]2[c:23]([Br:28])[cH:24][cH:25][cH:26]3)[cH:3][o:4][cH:5][cH:6]1. Reactants: CC1(C)COc2ccc(C(N)=O)cc21, O=S(Cl)Cl, c1ccccc1. Yields the product CC1(C)COc2ccc(C#N)cc21. Reaction SMILES: [CH3:1][C:2]1([CH3:14])[CH2:3][O:4][c:5]2[c:6]1[cH:7][c:8]([C:11](=[O:12])[NH2:13])[cH:9][cH:10]2.[S:15]([Cl:16])([Cl:17])=[O:18].[cH:19]1[cH:20][cH:21][cH:22][cH:23][cH:24]1>>[CH3:1][C:2]1([CH3:14])[CH2:3][O:4][c:5]2[c:6]1[cH:7][c:8]([C:11]#[N:13])[cH:9][cH:10]2.